Dataset: the Open Reaction Database (ORD), a public repository of structured organic reaction records. Task: describe an organic reaction: reactants, conditions, products, and yield The reactants are C(C1=CC=CC=C1)N1CC2COCC2(C1)C#N (7-benzyl-1-cyano-3-oxa-7-azabicyclo[3.3.0]octane), [H-].[Al+3].[Li+].[H-].[H-].[H-] (lithium aluminium hydride), [OH-].[Na+] (sodium hydroxide), O (water), O (water). The solvent is O1CCCC1 (tetrahydrofuran), O1CCCC1 (tetrahydrofuran). Product: NCC12COCC2CN(C1)CC1=CC=CC=C1 (1-Aminomethyl-7-benzyl-3-oxa-7-azabicyclo[3.3.0]octane). As a reaction SMILES: [CH2:1]([N:8]1[CH2:15][C:14]2([C:16]#[N:17])[CH:10]([CH2:11][O:12][CH2:13]2)[CH2:9]1)[C:2]1[CH:7]=[CH:6][CH:5]=[CH:4][CH:3]=1.[H-].[Al+3].[Li+].[H-].[H-].[H-].O.[OH-].[Na+]>O1CCCC1>[NH2:17][CH2:16][C:14]12[CH2:15][N:8]([CH2:1][C:2]3[CH:7]=[CH:6][CH:5]=[CH:4][CH:3]=3)[CH2:9][CH:10]1[CH2:11][O:12][CH2:13]2 |f:1.2.3.4.5.6,8.9|. Procedure: 3.7 g (15.9 mmol) of 7-benzyl-1-cyano-3-oxa-7-azabicyclo[3.3.0]octane in 5 ml of absolute tetrahydrofuran are added dropwise to a mixture of 1.5 g of lithium aluminium hydride in 100 ml of absolute tetrahydrofuran and the resulting mixture is heated under reflux for 15 hours. Decomposition is effected with 1.5 ml each of water, 15% strength sodium hydroxide solution, and again water, and the mixture is filtered with suction, and the aluminium salts are extracted by boiling on two occasions with ... Starting materials: Cl (hydrochloric acid), CC(C)(C)C1=C(C(=CC(=C1)S)C(C)(C)C)O (2,6-bis(1,1-Dimethylethyl)-4-mercaptophenol), [O-]CC.[Na+] (sodium ethoxide), C12C(CCCC1)O2 (Cyclohexene oxide). Run in C(C)O (ethyl alcohol). Run at time 20 hour. Yields the product CC(C)(C)C1=C(C(=CC(=C1)S[C@H]1[C@@H](CCCC1)O)C(C)(C)C)O (trans-2,6-bis(1,1-Dimethylethyl)-4-[(2-hydroxycyclohexyl)thio]phenol). Reaction SMILES: [CH3:1][C:2]([C:5]1[CH:10]=[C:9]([SH:11])[CH:8]=[C:7]([C:12]([CH3:15])([CH3:14])[CH3:13])[C:6]=1[OH:16])([CH3:4])[CH3:3].[O-]CC.[Na+].[CH:21]12[O:27][CH:22]1[CH2:23][CH2:24][CH2:25][CH2:26]2.Cl>C(O)C>[CH3:13][C:12]([C:7]1[CH:8]=[C:9]([S:11][C@@H:21]2[CH2:26][CH2:25][CH2:24][CH2:23][C@H:22]2[OH:27])[CH:10]=[C:5]([C:2]([CH3:1])([CH3:3])[CH3:4])[C:6]=1[OH:16])([CH3:15])[CH3:14] |f:1.2|. Reported procedure: 2,6-bis(1,1-Dimethylethyl)-4-mercaptophenol (12.8 g, 0.054 moles) was added to a solution of sodium ethoxide [prepared from sodium (2.5 g, 0.108 mole)] in ethyl alcohol (75 ml). Cyclohexene oxide (5.15 g, 0.0525 mole) was added and the reaction mixture was stirred at room temperature for 20 hours. The reaction mixture was poured into 10% hydrochloric acid (250 ml) and the mixture was extracted twice with 200 ml of ethyl ether. The combined ethyl ether extracts were washed twice with 25 ml of wat...